This data is from the Open Reaction Database (ORD), a public repository of structured organic reaction records. The task is: describe an organic reaction: reactants, conditions, products, and yield Reactants: N1CCC(CC1)=O (4-piperidone), ClCCCCO (4-chloro-1-butanol). The product is OCCCCN1CCC(CC1)=O (1-(4-Hydroxybutyl)-4-piperidone). RXN SMILES: [NH:1]1[CH2:6][CH2:5][C:4](=[O:7])[CH2:3][CH2:2]1.Cl[CH2:9][CH2:10][CH2:11][CH2:12][OH:13]>>[OH:13][CH2:12][CH2:11][CH2:10][CH2:9][N:1]1[CH2:6][CH2:5][C:4](=[O:7])[CH2:3][CH2:2]1. Procedure details: 1-(4-Hydroxybutyl)-4-piperidone is prepared from 4-piperidone and 4-chloro-1-butanol essentially as described above in Example 38, Scheme C, step a.